This data is from the Open Reaction Database (ORD), a public repository of structured organic reaction records. The task is: describe an organic reaction: reactants, conditions, products, and yield The reactants are OCCN(S(=O)(=O)C(C(C(C(C(C(C(C(F)(F)F)(F)F)(F)F)(F)F)(F)F)(F)F)(F)F)(F)F)CCO (N,N-bis(2-hydroxyethyl)perfluorooctanesulfonamide), FC(C(C(C(C(C(C(C(F)(F)F)(F)F)(F)F)(F)F)(F)F)(F)F)(F)F)(S(=O)(=O)N)F (perfluorooctanesulfonamide), C(CO)Cl (ethylenechlorohydrin), C(Cl)C1CO1 (epichlorohydrin), [OH-].[Na+] (sodium hydroxide). Run at temperature 65 celsius. Product: C(C1CO1)OCCN(S(=O)(=O)C(C(C(C(C(C(C(C(F)(F)F)(F)F)(F)F)(F)F)(F)F)(F)F)(F)F)(F)F)CCOCC1CO1 (N,N-Bis(2-glycidoxyethyl)perfluorooctanesulfonamide). As a reaction SMILES: [OH:1][CH2:2][CH2:3][N:4]([CH2:33][CH2:34][OH:35])[S:5]([C:8]([F:32])([F:31])[C:9]([F:30])([F:29])[C:10]([F:28])([F:27])[C:11]([F:26])([F:25])[C:12]([F:24])([F:23])[C:13]([F:22])([F:21])[C:14]([F:20])([F:19])[C:15]([F:18])([F:17])[F:16])(=[O:7])=[O:6].FC(F)(S(N)(=O)=O)C(F)(F)C(F)(F)C(F)(F)C(F)(F)[C:42](F)(F)[C:43](F)(F)[C:44](F)(F)F.C(Cl)C[OH:67].[CH2:69]([CH:71]1[O:73][CH2:72]1)Cl.[OH-].[Na+]>>[CH2:69]([O:1][CH2:2][CH2:3][N:4]([CH2:33][CH2:34][O:35][CH2:44][CH:43]1[O:67][CH2:42]1)[S:5]([C:8]([F:32])([F:31])[C:9]([F:29])([F:30])[C:10]([F:27])([F:28])[C:11]([F:25])([F:26])[C:12]([F:23])([F:24])[C:13]([F:22])([F:21])[C:14]([F:19])([F:20])[C:15]([F:18])([F:17])[F:16])(=[O:7])=[O:6])[CH:71]1[O:73][CH2:72]1 |f:4.5|. Procedure details: Into a 1 L 3-neck flask equipped with an agitator, thermometer, and a reflux condenser was placed 171 g (0.3 mole) of N,N-bis(2-hydroxyethyl)perfluorooctanesulfonamide (prepared from perfluorooctanesulfonamide and ethylenechlorohydrin as described in Example 2 of U.S. Pat. No. 4,289,892) and 277.5 g (3.0 moles) of epichlorohydrin. The reaction mixture was stirred and heated to 65° C. Then 12.2 g (of a total of 53 g, 1.3 moles) of sodium hydroxide was added. The reaction mixture was heated to 90°... Starting materials: C(C1=CN=CC=C1)(=O)Cl (nicotinoyl chloride), ClC1=C(C(=CC=C1)Cl)NC=1NCCN1 (2-(2',6'-dichlorophenylamino)-2-imidazoline), N1C=NC=C1 (imidazole). The solvent is O1CCCC1 (tetrahydrofuran), O1CCCC1 (tetrahydrofuran), O1CCCC1 (tetrahydrofuran). Conditions: time 2 hour. Product: C(C1=CN=CC=C1)(=O)N1C(=NCC1)NC1=C(C=CC=C1Cl)Cl (1-nicotinoyl-2-(2',6'-dichlorophenylamino)-2-imidazoline). The yield is 71.6%. RXN SMILES: N1C=CN=C1.[C:6](Cl)(=[O:13])[C:7]1[CH:12]=[CH:11][CH:10]=[N:9][CH:8]=1.[Cl:15][C:16]1[CH:21]=[CH:20][CH:19]=[C:18]([Cl:22])[C:17]=1[NH:23][C:24]1[NH:25][CH2:26][CH2:27][N:28]=1>O1CCCC1>[C:6]([N:28]1[CH2:27][CH2:26][N:25]=[C:24]1[NH:23][C:17]1[C:18]([Cl:22])=[CH:19][CH:20]=[CH:21][C:16]=1[Cl:15])(=[O:13])[C:7]1[CH:12]=[CH:11][CH:10]=[N:9][CH:8]=1. Procedure details: 3.40 g (50 millimoles) of imidazole are dissolved in 25 ml of absolute tetrahydrofuran, a solution of 3.54 g (25 millimoles) of nicotinoyl chloride in 25 ml of absolute tetrahydrofuran is added dropwise at room temperature, and the mixture is stirred for a further 2 hours. The imidazole hydrochloride which has precipitated is then filtered off, the filter residue is washed with a small amount of anhydrous tetrahydrofuran, the combined filtrates are added to a solution of 4.6 g (20 millimoles) of... Run in N1=CC=CC=C1 (pyridine). Conditions: time 5 hour. The yield is 96.0%. RXN SMILES: [O:1]1[C:6]2([CH2:11][CH2:10][NH:9][CH2:8][CH2:7]2)[O:5][CH2:4][CH2:3][CH2:2]1.C([O:14][C:15]([C:17]1[CH2:18][N:19]([C:29]2[CH:34]=[CH:33][C:32]([F:35])=[CH:31][C:30]=2[F:36])[C:20]2[C:25]([CH:26]=1)=[CH:24][C:23]([F:27])=[C:22](Cl)[N:21]=2)=[O:16])C>N1C=CC=CC=1>[O:1]1[C:6]2([CH2:11][CH2:10][N:9]([C:22]3[N:21]=[C:20]4[C:25]([CH:26]=[C:17]([C:15]([OH:16])=[O:14])[CH2:18][N:19]4[C:29]4[CH:34]=[CH:33][C:32]([F:35])=[CH:31][C:30]=4[F:36])=[CH:24][C:23]=3[F:27])[CH2:8][CH2:7]2)[O:5][CH2:4][CH2:3][CH2:2]1. Procedure details: In a reaction similar to that of Step 1, Example 387, into oven-dried glassware maintained under dry N2 were placed 0.622 g (3.96 mmol) of 1,5-dioxa-9-azaspiro[5.5]undecane, from Step 4 Example 196, 0.500 g (1.3 mmol) of 7-chloro-6-fluoro-1-(2,4-difluorophenyl)-1,8-naphthyridine-3-carboxylic acid ethyl ester, and 15 mL of dry pyridine. The reaction was stirred at room temperature for 5 hours, then the solvent was removed by evaporation. The residue was dissolved in 50 mL of methylene chloride, w... The reactants are O1CCCOC12CCNCC2 (1,5-dioxa-9-azaspiro[5.5]undecane), C(C)OC(=O)C=1CN(C2=NC(=C(C=C2C1)F)Cl)C1=C(C=C(C=C1)F)F (7-chloro-6-fluoro-1-(2,4-difluorophenyl)-1,8-naphthyridine-3-carboxylic acid ethyl ester). The product is O1CCCOC12CCN(CC2)C2=C(C=C1C=C(CN(C1=N2)C2=C(C=C(C=C2)F)F)C(=O)O)F (7-(1,5-Dioxa-9-azaspiro[5.5]undec-9-yl)-6-fluoro-1-(2,4-difluorophenyl)-1,8-naphthyridine-3-carboxylic acid). As a reaction SMILES: Cl[CH2:2][C:3]1[CH:22]=[CH:21][CH:20]=[CH:19][C:4]=1[O:5][CH2:6][C:7]1[N:8]=[C:9]([C:13]2[CH:18]=[CH:17][CH:16]=[CH:15][CH:14]=2)[O:10][C:11]=1[CH3:12].[OH:23][C:24]1[CH:29]=[CH:28][C:27]([CH2:30][C:31]([O:33]C)=[O:32])=[CH:26][CH:25]=1.C(=O)([O-])[O-].[K+].[K+].CN(C)C=O>O>[CH3:12][C:11]1[O:10][C:9]([C:13]2[CH:18]=[CH:17][CH:16]=[CH:15][CH:14]=2)=[N:8][C:7]=1[CH2:6][O:5][C:4]1[CH:19]=[CH:20][CH:21]=[CH:22][C:3]=1[CH2:2][O:23][C:24]1[CH:25]=[CH:26][C:27]([CH2:30][C:31]([OH:33])=[O:32])=[CH:28][CH:29]=1 |f:2.3.4|. Run at time 3 hour. The product is CC1=C(N=C(O1)C1=CC=CC=C1)COC1=C(COC2=CC=C(C=C2)CC(=O)O)C=CC=C1 (2-[4-[2-[(5-methyl-2-phenyl-4-oxazolyl)methoxy]benzyloxy]phenyl]acetic acid). Yield: 75.9%. Reported procedure: A mixture of 4-(2-chloromethylphenoxymethyl)-5-methyl-2-phenyloxazole (0.98 g), methyl 2-(4-hydroxyphenyl)acetate (0.51 g), anhydrous potassium carbonate (0.52 g), and N,N-dimethylformamide (10 mL) was stirred at room temperature for 3 hrs. The reaction mixture was poured into water and extracted with ethyl acetate. The organic layer was washed successively with dilute hydrochloric acid and saturated brine, dried over anhydrous magnesium sulfate and concentrated. The obtained residue was subject... Solvent: O (water). Starting materials: ClCC1=C(OCC=2N=C(OC2C)C2=CC=CC=C2)C=CC=C1 (4-(2-chloromethylphenoxymethyl)-5-methyl-2-phenyloxazole), OC1=CC=C(C=C1)CC(=O)OC (methyl 2-(4-hydroxyphenyl)acetate), C([O-])([O-])=O.[K+].[K+] (potassium carbonate), CN(C=O)C (N,N-dimethylformamide). Starting materials: C1N(CCC=2C3=CC=CC=C3NC12)CC1=CC=C(S1)/C=C/C(=O)O ((2E)-3-[5-(1,3,4,9-tetrahydro-2H-b-carbolin-2-ylmethyl)thien-2-yl]acrylic acid), C=1C=CC2=C(C1)N=NN2O (HOBT), CCN=C=NCCCN(C)C (EDCI), NOC1OCCCC1 (NH2OTHP). The solvent is C(Cl)Cl (DCM), CCN(C(C)C)C(C)C (DIEA). Run at time 3 hour. Yields the product C1N(CCC=2C3=CC=CC=C3NC12)CC1=CC=C(S1)/C=C/C(=O)NOC1OCCCC1 ((2E)-3-[5-(1,3,4,9-Tetrahydro-2H-b-carbolin-2-ylmethyl)thien-2-yl]-N-(tetrahydro-2H-pyran-2-yloxy)acrylamide), oil. RXN SMILES: [CH2:1]1[C:13]2[NH:12][C:11]3[C:6](=[CH:7][CH:8]=[CH:9][CH:10]=3)[C:5]=2[CH2:4][CH2:3][N:2]1[CH2:14][C:15]1[S:19][C:18](/[CH:20]=[CH:21]/[C:22](O)=[O:23])=[CH:17][CH:16]=1.C1C=CC2N(O)N=NC=2C=1.CCN=C=NCCCN(C)C.[NH2:46][O:47][CH:48]1[CH2:53][CH2:52][CH2:51][CH2:50][O:49]1>C(Cl)Cl.CCN(C(C)C)C(C)C>[CH2:1]1[C:13]2[NH:12][C:11]3[C:6](=[CH:7][CH:8]=[CH:9][CH:10]=3)[C:5]=2[CH2:4][CH2:3][N:2]1[CH2:14][C:15]1[S:19][C:18](/[CH:20]=[CH:21]/[C:22]([NH:46][O:47][CH:48]2[CH2:53][CH2:52][CH2:51][CH2:50][O:49]2)=[O:23])=[CH:17][CH:16]=1. Reported procedure: A solution of (2E)-3-[5-(1,3,4,9-tetrahydro-2H-b-carbolin-2-ylmethyl)thien-2-yl]acrylic acid in DCM (2 mL) and DIEA (0.11 mL) was sequentially treated with HOBT (32 mg), EDCI (64 mg) and NH2OTHP (40 mg). After three hours, the solvent was evaporated and the residue purified by flash chromatography on silica gel eluting with EtOAc. (2E)-3-[5-(1,3,4,9-Tetrahydro-2H-b-carbolin-2-ylmethyl)thien-2-yl]-N-(tetrahydro-2H-pyran-2-yloxy)acrylamide was obtained as a yellow oil (37 mg), m/e=438 (M+1). Reactants: S(=O)(=O)(C1=CC=C(C)C=C1)O.O (TsOH-H2O), C1CC(=O)N(C1=O)I (NIS), C(C)(C)(C)OC(=O)N1CC(C=2C3=C(C(=CC12)O)C=CC(=C3)C#N)CCl (3-(tert-Butyloxycarbonyl)-1-(chloromethyl)-8-cyano-5-hydroxy-1,2-dihydro-3H-benz[e]indole), S(=O)(=O)(C1=CC=C(C)C=C1)O.O (TsOH-H2O), C1CC(=O)N(C1=O)I (NIS). The solvent is C1CCOC1.CO (THF CH3OH), C1CCOC1 (THF). Run at temperature -40 celsius, time 1 hour. Product: C(C)(C)(C)OC(=O)NC1=C(C2=CC(=CC=C2C(=C1)OCC1=CC=CC=C1)C#N)I (N-(tert-Butyloxycarbonyl)-4-benzyloxy-7-cyano-1-iodo-2-naphthylamine). Isolated yield 437.2%. Reaction SMILES: [C:1]([O:5][C:6]([N:8]1[C:16]2[CH:15]=[C:14]([OH:17])[C:13]3[CH:18]=[CH:19][C:20]([C:22]#[N:23])=[CH:21][C:12]=3[C:11]=2C(CCl)C1)=[O:7])([CH3:4])([CH3:3])[CH3:2].S(O)([C:29]1[CH:35]=[CH:34][C:32]([CH3:33])=[CH:31][CH:30]=1)(=O)=O.O.C1C(=O)N([I:45])C(=O)C1>C1COCC1.CO.C1COCC1>[C:1]([O:5][C:6]([NH:8][C:16]1[CH:15]=[C:14]([O:17][CH2:33][C:32]2[CH:34]=[CH:35][CH:29]=[CH:30][CH:31]=2)[C:13]2[C:12](=[CH:21][C:20]([C:22]#[N:23])=[CH:19][CH:18]=2)[C:11]=1[I:45])=[O:7])([CH3:4])([CH3:2])[CH3:3] |f:1.2,4.5|. Procedure details: A solution of 23 (250 mg, 0.67 mmol) in 10 mL of THF-CH3OH (1:1) at -40° C. was treated with a catalytic amount of TsOH-H2O (20 mg) and NIS (180 mg, 0.80 mmol, 1.2 equiv) in 2 mL of THF. The reaction mixture was stirred under Ar at -40° C. for 1 h, and then warmed to 0° C. Additional TsOH-H2O (10 mg) and NIS (75 mg, 0.5 equiv) were added. After the reaction mixture was stirred for 1 h at 25° C., it was quenched with the addition of 5 mL of saturated aqueous NaHCO3 and extracted with Et2O (4×15 m... The product is COc1ccc(OC)c(Sc2nc3c(N)ncnc3n2CCc2ccccc2C)c1. RXN SMILES: [Br:22][CH2:23][CH2:24][c:25]1[c:26]([CH3:31])[cH:27][cH:28][cH:29][cH:30]1.[CH3:1][O:2][c:3]1[c:4]([S:11][c:12]2[nH:13][c:14]3[n:15][cH:16][n:17][c:18]([NH2:21])[c:19]3[n:20]2)[cH:5][c:6]([O:9][CH3:10])[cH:7][cH:8]1>>[CH3:1][O:2][c:3]1[c:4]([S:11][c:12]2[n:13]([CH2:23][CH2:24][c:25]3[c:26]([CH3:31])[cH:27][cH:28][cH:29][cH:30]3)[c:14]3[n:15][cH:16][n:17][c:18]([NH2:21])[c:19]3[n:20]2)[cH:5][c:6]([O:9][CH3:10])[cH:7][cH:8]1. Starting materials: Cc1ccccc1CCBr, COc1ccc(OC)c(Sc2nc3c(N)ncnc3[nH]2)c1.